Dataset: the Open Reaction Database (ORD), a public repository of structured organic reaction records. Task: describe an organic reaction: reactants, conditions, products, and yield Reactants: CCN=C=NCCCN(C)C (EDCI), CC1(CC1)C(=O)O (1-methyl-1-cyclopropyl carboxylic acid), CCN(C(C)C)C(C)C (DIPEA), C=1C=CC2=C(C1)N=NN2O (HOBt), Cl.Cl.CC1(CC1)C=1C=C(N(N1)C1=CC=C(C=C1)C)NC(=O)NC1=CN=C(C2=CC=CC=C12)OC1CCNCC1 (1-[5-(1-methyl-cyclopropyl)-2-p-tolyl-2H-pyrazol-3-yl]-3-[1-(piperidin-4-yloxy)-isoquinolin-4-yl]-urea dihydrochloride). Run in ClCCl (dichloromethane). Run at time 8 hour. Yields the product CC1(CC1)C(=O)N1CCC(CC1)OC1=NC=C(C2=CC=CC=C12)NC(=O)NC=1N(N=C(C1)C1(CC1)C)C1=CC=C(C=C1)C (1-{1-[1-(1-methyl-cyclopropanecarbonyl)-piperidin-4-yloxy]-isoquinolin-4-yl}-3-[5-(1-methyl-cyclopropyl)-2-p-tolyl-2H-pyrazol-3-yl]-urea). As a reaction SMILES: CCN=C=NCCCN(C)C.C1C=CC2N(O)N=NC=2C=1.Cl.Cl.[CH3:24][C:25]1([C:28]2[CH:29]=[C:30]([NH:40][C:41]([NH:43][C:44]3[C:53]4[C:48](=[CH:49][CH:50]=[CH:51][CH:52]=4)[C:47]([O:54][CH:55]4[CH2:60][CH2:59][NH:58][CH2:57][CH2:56]4)=[N:46][CH:45]=3)=[O:42])[N:31]([C:33]3[CH:38]=[CH:37][C:36]([CH3:39])=[CH:35][CH:34]=3)[N:32]=2)[CH2:27][CH2:26]1.[CH3:61][C:62]1([C:65](O)=[O:66])[CH2:64][CH2:63]1.CCN(C(C)C)C(C)C>ClCCl>[CH3:61][C:62]1([C:65]([N:58]2[CH2:59][CH2:60][CH:55]([O:54][C:47]3[C:48]4[C:53](=[CH:52][CH:51]=[CH:50][CH:49]=4)[C:44]([NH:43][C:41]([NH:40][C:30]4[N:31]([C:33]5[CH:38]=[CH:37][C:36]([CH3:39])=[CH:35][CH:34]=5)[N:32]=[C:28]([C:25]5([CH3:24])[CH2:27][CH2:26]5)[CH:29]=4)=[O:42])=[CH:45][N:46]=3)[CH2:56][CH2:57]2)=[O:66])[CH2:64][CH2:63]1 |f:2.3.4|. Procedure details: Place EDCI (0.147 g, 0.77 mmol), HOBt (0.10 g, 0.77 mmol), 1-[5-(1-methyl-cyclopropyl)-2-p-tolyl-2H-pyrazol-3-yl]-3-[1-(piperidin-4-yloxy)-isoquinolin-4-yl]-urea dihydrochloride (Preparation 3, 0.16 g, 0.64 mmol) and 1-methyl-1-cyclopropyl carboxylic acid (1.1 eq) in a flask under N2. Add dichloromethane (5 mL) follow by DIPEA (0.22 mL, 1.28 mmol) and stir at room temperature overnight. Evaporate solvent to give a residue. Subject residue to silica gel chromatography eluting with hexane:AcOEt 50... Product: Fc1ccc(C(=S)SCc2ccccc2)cc1. The reactants are SCc1ccccc1, Cc1ccccc1, O=C(O)c1ccc(F)cc1, S=P12SP3(=S)SP(=S)(S1)SP(=S)(S2)S3. As a reaction SMILES: [CH2:11]([c:12]1[cH:13][cH:14][cH:15][cH:16][cH:17]1)[SH:18].[CH3:33][c:34]1[cH:35][cH:36][cH:37][cH:38][cH:39]1.[OH:1][C:2](=[O:3])[c:4]1[cH:5][cH:6][c:7]([F:8])[cH:9][cH:10]1.[P:19]12(=[S:20])[S:21][P:22]3(=[S:32])[S:23][P:24](=[S:30])([S:25][P:26](=[S:29])([S:27]3)[S:28]1)[S:31]2>>[C:2]([c:4]1[cH:5][cH:6][c:7]([F:8])[cH:9][cH:10]1)([S:18][CH2:11][c:12]1[cH:13][cH:14][cH:15][cH:16][cH:17]1)=[S:20]. Starting materials: CCOC(=O)C(Cc1ccccc1)NC(=O)c1ccc(C2CCC(N(Cc3ccccc3)CC(O)COc3ccc(OCc4ccccc4)c(NS(C)(=O)=O)c3)CC2)cc1, CCO, [Na+], [OH-]. The product is CS(=O)(=O)Nc1cc(OCC(O)CN(Cc2ccccc2)C2CCC(c3ccc(C(=O)NC(Cc4ccccc4)C(=O)O)cc3)CC2)ccc1OCc1ccccc1. Reaction SMILES: [CH2:1]([c:2]1[cH:3][cH:4][cH:5][cH:6][cH:7]1)[N:8]([CH:9]1[CH2:10][CH2:11][CH:12]([c:15]2[cH:16][cH:17][c:18]([C:19](=[O:20])[NH:21][CH:22]([CH2:23][c:24]3[cH:25][cH:26][cH:27][cH:28][cH:29]3)[C:30](=[O:31])[O:32][CH2:33][CH3:34])[cH:35][cH:36]2)[CH2:13][CH2:14]1)[CH2:37][CH:38]([CH2:39][O:40][c:41]1[cH:42][c:43]([NH:55][S:56](=[O:57])(=[O:58])[CH3:59])[c:44]([O:47][CH2:48][c:49]2[cH:50][cH:51][cH:52][cH:53][cH:54]2)[cH:45][cH:46]1)[OH:60].[CH3:63][CH2:64][OH:65].[Na+:62].[OH-:61]>>[CH2:1]([c:2]1[cH:3][cH:4][cH:5][cH:6][cH:7]1)[N:8]([CH:9]1[CH2:10][CH2:11][CH:12]([c:15]2[cH:16][cH:17][c:18]([C:19](=[O:20])[NH:21][CH:22]([CH2:23][c:24]3[cH:25][cH:26][cH:27][cH:28][cH:29]3)[C:30](=[O:31])[OH:32])[cH:35][cH:36]2)[CH2:13][CH2:14]1)[CH2:37][CH:38]([CH2:39][O:40][c:41]1[cH:42][c:43]([NH:55][S:56](=[O:57])(=[O:58])[CH3:59])[c:44]([O:47][CH2:48][c:49]2[cH:50][cH:51][cH:52][cH:53][cH:54]2)[cH:45][cH:46]1)[OH:60]. Starting materials: CO, O=C[O-], O=[N+]([O-])c1ccc(F)cc1OC1CCOCC1, [NH4+]. Yields the product Nc1ccc(F)cc1OC1CCOCC1. As a reaction SMILES: [CH3:22][OH:23].[CH:1]([O-:2])=[O:3].[F:5][c:6]1[cH:7][cH:8][c:9]([N+:19]([O-:20])=[O:21])[c:10]([O:11][CH:12]2[CH2:13][CH2:14][O:15][CH2:16][CH2:17]2)[cH:18]1.[NH4+:4]>>[F:5][c:6]1[cH:7][cH:8][c:9]([NH2:19])[c:10]([O:11][CH:12]2[CH2:13][CH2:14][O:15][CH2:16][CH2:17]2)[cH:18]1.